Dataset: the Open Reaction Database (ORD), a public repository of structured organic reaction records. Task: describe an organic reaction: reactants, conditions, products, and yield Starting materials: NC=1SC(=CC1C(=O)N)C1=C(C=C(C=C1F)C(C)(C)O)F (2-amino-5-[2,6-difluoro-4-(1-hydroxy-1-methylethyl)phenyl]thiophene-3-carboxamide), BrC1=CC=CC(=N1)NS(=O)(=O)N(C)C (N′-(6-bromopyridin-2-yl)-N,N-dimethylsulfamide). The product is FC1=C(C(=CC(=C1)C(C)(C)O)F)C1=CC(=C(S1)NC1=NC(=CC=C1)NS(=O)(=O)N(C)C)C(=O)N (5-[2,6-Difluoro-4-(1-hydroxy-1-methylethyl)phenyl]-2-[(6{[(dimethylamino)sulfonyl]amino}pyridin-2-yl)amino]thiophene-3-carboxamide). As a reaction SMILES: [NH2:1][C:2]1[S:3][C:4]([C:10]2[C:15]([F:16])=[CH:14][C:13]([C:17]([OH:20])([CH3:19])[CH3:18])=[CH:12][C:11]=2[F:21])=[CH:5][C:6]=1[C:7]([NH2:9])=[O:8].Br[C:23]1[N:28]=[C:27]([NH:29][S:30]([N:33]([CH3:35])[CH3:34])(=[O:32])=[O:31])[CH:26]=[CH:25][CH:24]=1>>[F:16][C:15]1[CH:14]=[C:13]([C:17]([OH:20])([CH3:18])[CH3:19])[CH:12]=[C:11]([F:21])[C:10]=1[C:4]1[S:3][C:2]([NH:1][C:23]2[CH:24]=[CH:25][CH:26]=[C:27]([NH:29][S:30]([N:33]([CH3:35])[CH3:34])(=[O:32])=[O:31])[N:28]=2)=[C:6]([C:7]([NH2:9])=[O:8])[CH:5]=1. Reported procedure: The title compound was prepared by using the procedure listed in Example 1 with 2-amino-5-[2,6-difluoro-4-(1-hydroxy-1-methylethyl)phenyl]thiophene-3-carboxamide (0.10 g, 0.32 mmol) and N′-(6-bromopyridin-2-yl)-N,N-dimethylsulfamide (0.90 g, 0.32 mmol) as the starting materials. The reactants are [OH-].[Na+] (NaOH), FC1=CC=C(C=C1)C=1OC2=C(C1C(=O)OCC)C=C(C(=C2)[N+](=O)[O-])O (ethyl 2-(4-fluorophenyl)-5-hydroxy-6-nitrobenzofuran-3-carboxylate). The solvent is CCO (EtOH), C1CCOC1 (THF). Conditions: temperature 64 celsius, time 8 hour. Yields the product FC1=CC=C(C=C1)C=1OC2=C(C1C(=O)O)C=C(C(=C2)[N+](=O)[O-])O (2-(4-Fluorophenyl)-5-hydroxy-6-nitrobenzofuran-3-carboxylic acid). Yield: 97.4%. Reaction SMILES: [OH-].[Na+].[F:3][C:4]1[CH:9]=[CH:8][C:7]([C:10]2[O:11][C:12]3[CH:23]=[C:22]([N+:24]([O-:26])=[O:25])[C:21]([OH:27])=[CH:20][C:13]=3[C:14]=2[C:15]([O:17]CC)=[O:16])=[CH:6][CH:5]=1>CCO.C1COCC1>[F:3][C:4]1[CH:5]=[CH:6][C:7]([C:10]2[O:11][C:12]3[CH:23]=[C:22]([N+:24]([O-:26])=[O:25])[C:21]([OH:27])=[CH:20][C:13]=3[C:14]=2[C:15]([OH:17])=[O:16])=[CH:8][CH:9]=1 |f:0.1|. Procedure: Excess NaOH (11 ml, 11.00 mmol, 1M aq) was added to a stirring solution of ethyl 2-(4-fluorophenyl)-5-hydroxy-6-nitrobenzofuran-3-carboxylate (1.9 g, 5.50 mmol) in EtOH (55 ml) and THF (55 ml) and was allowed to stir at 64° C. overnight. The mixture was concentrated and diluted with EtOAc and washed with 1M HCl, and sat NaCl. The organic phase was dried over Na2SO4, filtered and concentrated to give the titled compound (1.7 g, quant.). 1H NMR (300 MHz, DMSO-d6) δ ppm 7.31-7.48 (m, 2H) 7.71 (s, 1... Reactants: ClC1=C(C=O)C(=CC=C1O)Cl (2,6-dichloro-3-hydroxybenzaldehyde), C(C=C)Br (allyl bromide), C([O-])([O-])=O.[K+].[K+] (potassium carbonate). The solvent is CN(C)C=O (DMF). Run at time 18 hour. The product is C(C=C)OC=1C(=C(C=O)C(=CC1)Cl)Cl (3-Allyloxy-2,6-dichloro-benzaldehyde). RXN SMILES: [Cl:1][C:2]1[C:9]([OH:10])=[CH:8][CH:7]=[C:6]([Cl:11])[C:3]=1[CH:4]=[O:5].[CH2:12](Br)[CH:13]=[CH2:14].C(=O)([O-])[O-].[K+].[K+]>CN(C=O)C>[CH2:14]([O:10][C:9]1[C:2]([Cl:1])=[C:3]([C:6]([Cl:11])=[CH:7][CH:8]=1)[CH:4]=[O:5])[CH:13]=[CH2:12] |f:2.3.4|. Procedure details: 2,6-dichloro-3-hydroxybenzaldehyde (960 mg, 5.03 mmol) (Synthesis, 2004, 12, 2062), allyl bromide (431 μL, 5.03 mmol) and potassium carbonate (563 mg, 10.06 mmol) were combined in DMF (5 mL) and stirred at room temperature for 18 hours. The DMF was removed in vacuo and the residue partitioned between diethyl ether (50 mL) and water (30 mL). The layers were separated and the aqueous extracted with diethyl ether (2×30 mL). The combined organic solution was dried over magnesium sulphate and concent... As a reaction SMILES: [Cl:1][C:2]1[N:7]=[C:6]([Cl:8])[C:5]([CH:9]=[O:10])=[C:4]([Cl:11])[N:3]=1.S(=O)(=O)(O)[OH:13]>[O-2].[O-2].[O-2].[Cr+6]>[Cl:1][C:2]1[N:3]=[C:4]([Cl:11])[C:5]([C:9]([OH:13])=[O:10])=[C:6]([Cl:8])[N:7]=1 |f:2.3.4.5|. The reagents and catalysts are [O-2].[O-2].[O-2].[Cr+6] (chromium trioxide). The product is ClC1=NC(=C(C(=N1)Cl)C(=O)O)Cl (2,4,6-trichloropyrimidine-5-carboxylic acid). Procedure: To a solution of 63.3 g (0.3 mol) of 2,4,6-trichloro-5-formylpyrimidine in 300 ml of fuming sulfuric acid (SO3 content 25%) are added in flake form 24 g (0.24 mol) of chromium trioxide, and the mixture is stirred for 20 hours. The temperature rises within about one hour to 45°-50° C., and then falls again to room temperature (20°-25° C.). The reaction solution is poured into ice water, and the precipitate is filtered off and washed with a small amount of ice-water. The reaction product is dissol... Run at time 20 hour. Starting materials: ClC1=NC(=C(C(=N1)Cl)C=O)Cl (2,4,6-trichloro-5-formylpyrimidine), S(O)(O)(=O)=O (sulfuric acid), ice water. Starting materials: COC1=CC=C(C=N1)N1CCC(CC1)N1C[C@@H](CC1)NC(CNC(C1=CC(=CC=C1)C(F)(F)F)=O)=O (N-[2-({(3R)-1-[1-(6-methoxypyridin-3-yl)piperidin-4-yl]pyrrolidin-3-yl}amino)-2-oxoethyl]-3-(trifluoromethyl)benzamide), COC1=CC=C(C=N1)N (6-methoxypyridin-3-amine). The product is NC(=O)C=1C=C(C=CC1)N1CCC(CC1)N1C[C@@H](CC1)NC(CNC(C1=CC(=CC=C1)C(F)(F)F)=O)=O (N-(2-[((3R)-1-{1-[3-(aminocarbonyl)phenyl]piperidin-4-yl)pyrrolidin-3-yl)amino]-2-oxoethyl}-3-(trifluoromethyl)benzamide). Reaction SMILES: C[O:2][C:3]1[N:8]=[CH:7][C:6]([N:9]2[CH2:14][CH2:13][CH:12]([N:15]3[CH2:19][CH2:18][C@@H:17]([NH:20][C:21](=[O:36])[CH2:22][NH:23][C:24](=[O:35])[C:25]4[CH:30]=[CH:29][CH:28]=[C:27]([C:31]([F:34])([F:33])[F:32])[CH:26]=4)[CH2:16]3)[CH2:11][CH2:10]2)=[CH:5][CH:4]=1.CO[C:39]1N=CC(N)=C[CH:40]=1>>[NH2:8][C:3]([C:4]1[CH:5]=[C:6]([N:9]2[CH2:10][CH2:11][CH:12]([N:15]3[CH2:19][CH2:18][C@@H:17]([NH:20][C:21](=[O:36])[CH2:22][NH:23][C:24](=[O:35])[C:25]4[CH:30]=[CH:29][CH:28]=[C:27]([C:31]([F:34])([F:33])[F:32])[CH:26]=4)[CH2:16]3)[CH2:13][CH2:14]2)[CH:7]=[CH:39][CH:40]=1)=[O:2]. Reported procedure: N-(2-[((3R)-1-{1-[3-(aminocarbonyl)phenyl]piperidin-4-yl)pyrrolidin-3-yl)amino]-2-oxoethyl}-3-(trifluoromethyl)benzamide was synthesized in similar fashion to N-[2-({(3R)-1-[1-(6-methoxypyridin-3-yl)piperidin-4-yl]pyrrolidin-3-yl}amino)-2-oxoethyl]-3-(trifluoromethyl)benzamide, substituting 3-aminobenzamide for 6-methoxypyridin-3-amine. The crude product was purified by preparative HPLC. MS m/z: 518 (M+1). Reactants: FC(C=1C=C(C=C(C1)C(F)(F)F)C(=O)N1C[C@@H]2N(C[C@H]1CC1=CNC3=CC=CC=C13)[C@H](CC2)CCl)(F)F ((3,5-bis(trifluoromethyl)phenyl)-[(3R,6R,8aR)-6-chloromethyl-3-(1H-indol-3-ylmethyl)-hexahydropyrrolo[1,2-a]pyrazin-2-yl]-methanone), N1CCOCC1 (morpholine), C(C)(=O)OCC (ethyl acetate), C([O-])(O)=O.[Na+] (sodiumbicarbonate). The solvent is CN(C=O)C (dimethylformamide). Conditions: temperature 120 celsius. The product is FC(C=1C=C(C=C(C1)C(F)(F)F)C(=O)N1C[C@@H]2N(C[C@H]1CC1=CNC3=CC=CC=C13)[C@H](CC2)CN2CCOCC2)(F)F (3,5-bis(trifluoromethyl)phenyl-[(3R,6R,8aR)-3-(1H-indol-3-ylmethyl)-6-(morpholin-4-ylmethyl)-hexahydropyrrolo[1,2-a]pyrazin-2-yl]-methanone). Reaction SMILES: [F:1][C:2]([F:37])([F:36])[C:3]1[CH:4]=[C:5]([C:13]([N:15]2[C@H:20]([CH2:21][C:22]3[C:30]4[C:25](=[CH:26][CH:27]=[CH:28][CH:29]=4)[NH:24][CH:23]=3)[CH2:19][N:18]3[C@@H:31]([CH2:34]Cl)[CH2:32][CH2:33][C@@H:17]3[CH2:16]2)=[O:14])[CH:6]=[C:7]([C:9]([F:12])([F:11])[F:10])[CH:8]=1.[NH:38]1[CH2:43][CH2:42][O:41][CH2:40][CH2:39]1.C(OCC)(=O)C.C(=O)(O)[O-].[Na+]>CN(C)C=O>[F:1][C:2]([F:37])([F:36])[C:3]1[CH:4]=[C:5]([C:13]([N:15]2[C@H:20]([CH2:21][C:22]3[C:30]4[C:25](=[CH:26][CH:27]=[CH:28][CH:29]=4)[NH:24][CH:23]=3)[CH2:19][N:18]3[C@@H:31]([CH2:34][N:38]4[CH2:43][CH2:42][O:41][CH2:40][CH2:39]4)[CH2:32][CH2:33][C@@H:17]3[CH2:16]2)=[O:14])[CH:6]=[C:7]([C:9]([F:12])([F:11])[F:10])[CH:8]=1 |f:3.4|. Procedure details: To a solution of (3,5-bis(trifluoromethyl)phenyl)-[(3R,6R,8aR)-6-chloromethyl-3-(1H-indol-3-ylmethyl)-hexahydropyrrolo[1,2-a]pyrazin-2-yl]-methanone (1.06 g) in dimethylformamide (15 mL) was added morpholine (5 mL). The resulting mixture was heated at 120° C. for 6 hours. After cooling to room temperature, ethyl acetate and 5% aqueous sodiumbicarbonate were added and the layers were separated. The organic layer was dried and concentrated in vacuo. The residue was purified by flash chromatography... Reactants: N-F, [Na]C(C(=O)OCC)(C(=O)OCC)C1=CC=CC=C1 (diethyl sodio(phenyl)malonate), [H-].[Na+] (NaH), C1(=CC=CC=C1)C(C(=O)OCC)C(=O)OCC (PhCH(CO2Et)2), FC(S(=O)(=O)N(C1=C(C(=NC(=C1F)F)F)F)F)(F)F (perfluoro-[N-fluoro-N-(4-pyridyl)methanesulfonamide]), mixture. Run in C1CCOC1 (THF), C1CCOC1 (THF), C1CCOC1 (THF). The product is [Na]C(C(=O)OCC)(C(=O)OCC)C1=CC=CC=C1 (diethyl sodio(phenyl)malonate), [F-].F[N+]12CCC(CC1)CC2 (N-fluoroquinuclidinium fluoride), FC(C(=O)OCC)(C(=O)OCC)C1=CC=CC=C1 (diethyl fluoro(phenyl)malonate). Yield: 93.0%. RXN SMILES: [Na:1][C:2]([C:13]1[CH:18]=[CH:17][CH:16]=[CH:15][CH:14]=1)([C:8]([O:10][CH2:11][CH3:12])=[O:9])[C:3]([O:5][CH2:6][CH3:7])=[O:4].[H-].[Na+].[C:21]1([CH:27]([C:33]([O:35][CH2:36][CH3:37])=[O:34])[C:28]([O:30][CH2:31][CH3:32])=[O:29])[CH:26]=[CH:25][CH:24]=[CH:23][CH:22]=1.[F:38]C(F)(F)S([N:43]([F:54])C1C(F)=C(F)N=C(F)C=1F)(=O)=O>C1COCC1>[Na:1][C:2]([C:13]1[CH:14]=[CH:15][CH:16]=[CH:17][CH:18]=1)([C:3]([O:5][CH2:6][CH3:7])=[O:4])[C:8]([O:10][CH2:11][CH3:12])=[O:9].[F-:38].[F:54][N+:43]12[CH2:33][CH2:27][CH:21]([CH2:26][CH2:25]1)[CH2:22][CH2:23]2.[F:38][C:27]([C:21]1[CH:22]=[CH:23][CH:24]=[CH:25][CH:26]=1)([C:28]([O:30][CH2:31][CH3:32])=[O:29])[C:33]([O:35][CH2:36][CH3:37])=[O:34] |f:1.2,7.8|. Reported procedure: A solution of diethyl sodio(phenyl)malonate in anhydrous THF [prepared in conventional fashion by adding a 60% dispersion of NaH (0.64 mmol) in oil to PhCH(CO2Et)2 (0.15 g, 0.635 mmol) dissolved in THF (10 cm3)] was added dropwise to a cold (-10° C.) THF solution (15 cm3) of a 9:1 molar mixture (from the experiment described immediately above) of perfluoro-[N-fluoro-N-(4-pyridyl)methanesulfonamide] and its N-H precursor containing 0.20 g (0.63 mmol) of the N-F compound. The reaction mixture was ... The reactants are FC1=CC=C(C=C1)N1N=CC(=C1)NC=O (N-[1-(4-fluorophenyl)pyrazol-4-yl]formamide), [H-].[H-].[H-].[H-].[Li+].[Al+3] (LiAlH4). Run in C1CCOC1 (THF), [OH-].[NH4+] (ammonium hydroxide), CO.C(Cl)Cl (MeOH CH2Cl2). Run at temperature 45 celsius. The product is FC1=CC=C(C=C1)N1N=CC(=C1)NC (1-(4-fluorophenyl)-N-methylpyrazol-4-amine). The yield is 90.4%. RXN SMILES: [F:1][C:2]1[CH:7]=[CH:6][C:5]([N:8]2[CH:12]=[C:11]([NH:13][CH:14]=O)[CH:10]=[N:9]2)=[CH:4][CH:3]=1.[H-].[H-].[H-].[H-].[Li+].[Al+3]>C1COCC1.[OH-].[NH4+].CO.C(Cl)Cl>[F:1][C:2]1[CH:3]=[CH:4][C:5]([N:8]2[CH:12]=[C:11]([NH:13][CH3:14])[CH:10]=[N:9]2)=[CH:6][CH:7]=1 |f:1.2.3.4.5.6,8.9,10.11|. Reported procedure: A mixture of N-[1-(4-fluorophenyl)pyrazol-4-yl]formamide (0.275 g, 1.33 mmol) and LiAlH4 (1.33 mL, 2.66 mmol, 2 M in THF) in THF (5 mL) was heated at 45° C. for 1 h. The reaction mixture was cooled to room temperature and diluted with 5 mL of concentrated ammonium hydroxide and 80 mL of 20% MeOH/CH2Cl2. The organic layer was separated, dried over anhydrous sodium sulfate, filtered, concentrated in vacuo, and purified by flash chromatography (SiO2, 0-100% EtOAc/CH2Cl2 gradient elution) to give 1-... Reactants: CN(C1(CCC(CC1)=O)C1=CC=CC=C1)C (4-(dimethyl-amino)-4-phenylcyclohexanone), C(CCC)[Li] (butyl lithium), CCCCCC (hexane), C(C=C)Br (allyl bromide). Run in C1CCOC1 (THF), C1CCOC1 (THF). Reaction conditions: temperature -78 celsius, time 30 minute. Yields the product C(C=C)C1C(CCC(C1)(C1=CC=CC=C1)N(C)C)=O ((±)-2-Allyl-4-dimethylamino-4-phenylcyclohexanone), residue. As a reaction SMILES: [CH2:1]([Li])[CH2:2][CH2:3]C.CCCCCC.[CH3:12][N:13]([CH3:27])[C:14]1([C:21]2[CH:26]=[CH:25][CH:24]=[CH:23][CH:22]=2)[CH2:19][CH2:18][C:17](=[O:20])[CH2:16][CH2:15]1.C(Br)C=C>C1COCC1>[CH2:3]([CH:18]1[CH2:19][C:14]([N:13]([CH3:27])[CH3:12])([C:21]2[CH:22]=[CH:23][CH:24]=[CH:25][CH:26]=2)[CH2:15][CH2:16][C:17]1=[O:20])[CH:2]=[CH2:1]. Procedure: Diisopropylamine (2.1 ml, 15 mmol) was provided in dry THF (30 ml) in argon and mixed with a solution of butyl lithium in hexane (2.5M, 6 ml, 15 mmol) at −30° C. (bath temperature). The reaction mixture was cooled to −78° C. After this temperature was reached, 4-(dimethyl-amino)-4-phenylcyclohexanone (2.17 g, 10 mmol), dissolved in dry THF (20 ml), was added in drops within 15 min. The batch was left for 30 min at −78° C. Then, allyl bromide (2.6 ml, 30 mmol), dissolved in dry THF (20 ml), was a...